From a dataset of the Open Reaction Database (ORD), a public repository of structured organic reaction records. describe an organic reaction: reactants, conditions, products, and yield Reactants: CCO, CCc1sc(C(=O)C(C)C)cc1C(Nc1ccc(C(=O)OC)cc1)C1CCCCC1, Cl, [Na+], C1CCOC1, [OH-]. Yields the product CCc1sc(C(=O)C(C)C)cc1C(Nc1ccc(C(=O)O)cc1)C1CCCCC1. Reaction SMILES: [CH3:39][CH2:40][OH:41].[CH:1]1([CH:7]([c:8]2[c:9]([CH2:18][CH3:19])[s:10][c:11]([C:13]([CH:14]([CH3:15])[CH3:16])=[O:17])[cH:12]2)[NH:20][c:21]2[cH:22][cH:23][c:24]([C:25](=[O:26])[O:27][CH3:28])[cH:29][cH:30]2)[CH2:2][CH2:3][CH2:4][CH2:5][CH2:6]1.[ClH:38].[Na+:37].[O:31]1[CH2:32][CH2:33][CH2:34][CH2:35]1.[OH-:36]>>[CH:1]1([CH:7]([c:8]2[c:9]([CH2:18][CH3:19])[s:10][c:11]([C:13]([CH:14]([CH3:15])[CH3:16])=[O:17])[cH:12]2)[NH:20][c:21]2[cH:22][cH:23][c:24]([C:25](=[O:26])[OH:27])[cH:29][cH:30]2)[CH2:2][CH2:3][CH2:4][CH2:5][CH2:6]1. The reactants are COc1cc2nccc(Oc3ccc(N)c(F)c3)c2cc1OC, CCO, Cc1ccccc1, O=C(N=C=S)c1cccc(Cl)c1. The product is COc1cc2nccc(Oc3ccc(NC(=S)NC(=O)c4cccc(Cl)c4)c(F)c3)c2cc1OC. As a reaction SMILES: [CH3:1][O:2][c:3]1[cH:4][c:5]2[c:6]([O:15][c:16]3[cH:17][c:18]([F:23])[c:19]([NH2:20])[cH:21][cH:22]3)[cH:7][cH:8][n:9][c:10]2[cH:11][c:12]1[O:13][CH3:14].[CH3:24][CH2:25][OH:26].[CH3:39][c:40]1[cH:41][cH:42][cH:43][cH:44][cH:45]1.[Cl:27][c:28]1[cH:29][c:30]([C:34](=[O:35])[N:36]=[C:37]=[S:38])[cH:31][cH:32][cH:33]1>>[CH3:1][O:2][c:3]1[cH:4][c:5]2[c:6]([O:15][c:16]3[cH:17][c:18]([F:23])[c:19]([NH:20][C:37]([NH:36][C:34]([c:30]4[cH:29][c:28]([Cl:27])[cH:33][cH:32][cH:31]4)=[O:35])=[S:38])[cH:21][cH:22]3)[cH:7][cH:8][n:9][c:10]2[cH:11][c:12]1[O:13][CH3:14]. Starting materials: ClC1=C(C(=C(C(=C1)F)N1N=CC(=CC1=O)C(F)(F)F)[N+](=O)[O-])O (2-(4-chloro-6-fluoro-3-hydroxy-2-nitrophenyl)-5-trifluoromethylpyridazin-3-one). Reagents/catalysts: [Fe] (iron). Run in C(C)(=O)O (acetic acid). Reaction conditions: time 4 hour. The product is NC1=C(C(=CC(=C1O)Cl)F)N1N=CC(=CC1=O)C(F)(F)F (2-(2-amino-4-chloro-6-fluoro-3-hydroxyphenyl)-5-trifluoromethylpyridazin-3-one). Isolated yield 93.6%. RXN SMILES: [Cl:1][C:2]1[CH:7]=[C:6]([F:8])[C:5]([N:9]2[C:14](=[O:15])[CH:13]=[C:12]([C:16]([F:19])([F:18])[F:17])[CH:11]=[N:10]2)=[C:4]([N+:20]([O-])=O)[C:3]=1[OH:23]>C(O)(=O)C.[Fe]>[NH2:20][C:4]1[C:3]([OH:23])=[C:2]([Cl:1])[CH:7]=[C:6]([F:8])[C:5]=1[N:9]1[C:14](=[O:15])[CH:13]=[C:12]([C:16]([F:19])([F:18])[F:17])[CH:11]=[N:10]1. Procedure details: To a stirred solution of 2-(4-chloro-6-fluoro-3-hydroxy-2-nitrophenyl)-5-trifluoromethylpyridazin-3-one (0.601 g) in acetic acid (6 ml) was added 0.38 g of iron powder at ambient temperature and stirred for 4 hours. The reaction mixture was partitioned between ethyl acetate and water. The organic phase was dried over anhydrous sodium sulfate. After removing the solvent under reduced pressure, the residue was purified by silica gel column chromatography, eluted with hexane-ethyl acetate (2:1) to ... Reactants: C(C)OC(CC=1N=C(SC1)C)=O ((2-methylthiazol-4-yl)acetic acid ethyl ester), [OH-].[K+] (potassium hydroxide). The solvent is O1CCCC1.O (tetrahydrofuran water). Yields the product CC=1SC=C(N1)CC(=O)O ((2-methylthiazol-4-yl)acetic acid). The yield is 78.1%. Reaction SMILES: C([O:3][C:4](=[O:12])[CH2:5][C:6]1[N:7]=[C:8]([CH3:11])[S:9][CH:10]=1)C.[OH-].[K+]>O1CCCC1.O>[CH3:11][C:8]1[S:9][CH:10]=[C:6]([CH2:5][C:4]([OH:12])=[O:3])[N:7]=1 |f:1.2,3.4|. Procedure details: Prepare a solution of (2-methylthiazol-4-yl)acetic acid ethyl ester (17 g, 92 mmol) in tetrahydrofuran/water (1:1, 400 mL). Add potassium hydroxide (10.3 g, 184 mmol). Stir the reaction at room temperature for 1 hour. Concentrate the solution in vacuo to remove the tetrahydrofuran then acidify with 1N HCl. Extract the aqueous solution with CHCl3. Wash the resulting organic phase with brine (200 mL), dry (Na2SO4), filter and concentrate in vacuo to afford (2-methylthiazol-4-yl)acetic acid (11.3 g... Reactants: solution, Cl (hydrogen chloride), CN1C(CCCC1)CCOC1=C(C=CC=C1)CCCCC1=CC=CC=C1 (1-methyl-2-{2-[2-(4-phenylbutyl)phenoxy]ethyl}piperidine). As a reaction SMILES: [CH3:1][N:2]1[CH2:7][CH2:6][CH2:5][CH2:4][CH:3]1[CH2:8][CH2:9][O:10][C:11]1[CH:16]=[CH:15][CH:14]=[CH:13][C:12]=1[CH2:17][CH2:18][CH2:19][CH2:20][C:21]1[CH:26]=[CH:25][CH:24]=[CH:23][CH:22]=1.[ClH:27]>C(OCC)(=O)C.O1CCOCC1>[ClH:27].[CH3:1][N:2]1[CH2:7][CH2:6][CH2:5][CH2:4][CH:3]1[CH2:8][CH2:9][O:10][C:11]1[CH:16]=[CH:15][CH:14]=[CH:13][C:12]=1[CH2:17][CH2:18][CH2:19][CH2:20][C:21]1[CH:22]=[CH:23][CH:24]=[CH:25][CH:26]=1 |f:4.5|. Yields the product Cl.CN1C(CCCC1)CCOC1=C(C=CC=C1)CCCCC1=CC=CC=C1 (1-Methyl-2-{2-[2-(4-phenylbutyl)phenoxy]ethyl}piperidine hydrochloride). Procedure details: Following a procedure similar to that described in Example 1(c), 450 mg of 1-methyl-2-{2-[2-(4-phenylbutyl)phenoxy]ethyl}piperidine [prepared as described in step (a) above] dissolved in 5 ml of ethyl acetate were converted to the hydrdochloride by treating it with 0.4 ml of a 4N solution of hydrogen chloride in dioxane. The reaction mixture was then concentrated by evaporation under reduced pressure and dried in vacuo, to give 496 mg of the title compound as a colorless oil. The solvent is O1CCOCC1 (dioxane), C(C)(=O)OCC (ethyl acetate). Starting materials: C=CCOC(=O)N1CCC(O)(C#C[Si](C)(C)C)C1, O, O=S(Cl)Cl, c1ccncc1. Yields the product C=CCOC(=O)N1CC=C(C#C[Si](C)(C)C)C1. As a reaction SMILES: [CH2:1]([CH:2]=[CH2:3])[O:4][C:5](=[O:6])[N:7]1[CH2:8][C:9]([C:12]#[C:13][Si:14]([CH3:15])([CH3:16])[CH3:17])([OH:18])[CH2:10][CH2:11]1.[OH2:23].[S:19]([Cl:20])([Cl:21])=[O:22].[cH:24]1[cH:25][cH:26][n:27][cH:28][cH:29]1>>[CH2:1]([CH:2]=[CH2:3])[O:4][C:5](=[O:6])[N:7]1[CH2:8][C:9]([C:12]#[C:13][Si:14]([CH3:15])([CH3:16])[CH3:17])=[CH:10][CH2:11]1. Starting materials: COC(=O)C=1OC(=C(C1)COC1=CC=C(C=C1)B1OC(C(O1)(C)C)(C)C)C (5-methyl-4-[4-(4,4,5,5-tetramethyl-[1, 3,2]dioxaborolan-2-yl)-phenoxymethyl]-furan-2-carboxylic acid methyl ester), BrC1=C(C=C(C=C1)OC)C (1-bromo-4-methoxy-2-methyl-benzene). The product is COC(=O)C=1OC(=C(C1)COC1=CC=C(C=C1)C1=C(C=C(C=C1)OC)C)C (4-(4′-Methoxy-2′-methyl-biphenyl-4-yloxymethyl)-5-methyl-furan-2-carboxylic acid methyl ester). As a reaction SMILES: [CH3:1][O:2][C:3]([C:5]1[O:6][C:7]([CH3:27])=[C:8]([CH2:10][O:11][C:12]2[CH:17]=[CH:16][C:15](B3OC(C)(C)C(C)(C)O3)=[CH:14][CH:13]=2)[CH:9]=1)=[O:4].Br[C:29]1[CH:34]=[CH:33][C:32]([O:35][CH3:36])=[CH:31][C:30]=1[CH3:37]>>[CH3:1][O:2][C:3]([C:5]1[O:6][C:7]([CH3:27])=[C:8]([CH2:10][O:11][C:12]2[CH:13]=[CH:14][C:15]([C:29]3[CH:34]=[CH:33][C:32]([O:35][CH3:36])=[CH:31][C:30]=3[CH3:37])=[CH:16][CH:17]=2)[CH:9]=1)=[O:4]. Reported procedure: Compound (143) was prepared from compound (119) and 1-bromo-4-methoxy-2-methyl-benzene by adapting the procedure of Example 31(a). LC/MS System A; Rt=4.24 mins. Reactants: ClC1=NC=C(C(=N1)Cl)F (2,4-dichloro-5-fluoropyrimidine), CC1=CC=C(N)C=C1 (4-methylaniline). The product is CC1=CC=C(C=C1)NC1=NC=C(C(=N1)NC1=CC=C(C=C1)C)F (N2,N4-bis(4-methylphenyl)-5-fluoro-2,4-pyrimidinediamine). RXN SMILES: Cl[C:2]1[N:7]=[C:6](Cl)[C:5]([F:9])=[CH:4][N:3]=1.[CH3:10][C:11]1[CH:17]=[CH:16][C:14]([NH2:15])=[CH:13][CH:12]=1>>[CH3:10][C:11]1[CH:17]=[CH:16][C:14]([NH:15][C:2]2[N:7]=[C:6]([NH:15][C:14]3[CH:16]=[CH:17][C:11]([CH3:10])=[CH:12][CH:13]=3)[C:5]([F:9])=[CH:4][N:3]=2)=[CH:13][CH:12]=1. Procedure details: In like manner to the preparation of N2,N4-bis(3-hydroxyphenyl)-5-fluoro-2,4-pyrimidinediamine, 2,4-dichloro-5-fluoropyrimidine and 4-methylaniline were reacted to yield N2,N4-bis(4-methylphenyl)-5-fluoro-2,4-pyrimidinediamine. 1H NMR (CDCl3): δ 7.73 (d, 1H, J=4.2 Hz), 7.43 (d, 2H, J=8.1 Hz), 7.36 (d, 2H, J=8.4 Hz), 7.14 (d, 2H, J=8.4 Hz), 7.10 (d, 2H, J=8.1 Hz), 2.39 (s, 3H), 2.35 (s, 3H); LCMS: ret. time: 25.81 min.; purity: 99.65%; MS (m/e): 309 (MH+).